Dataset: the Open Reaction Database (ORD), a public repository of structured organic reaction records. Task: describe an organic reaction: reactants, conditions, products, and yield Reactants: C(C1=CC=CC=C1)OC1=C2C(=NC=3C=CC=CC13)O[C@@H]1C[C@H](N(C([C@@H](NC(O[C@H]3[C@H](CCCC#C2)C3)=O)C3CC2=CC=CC=C2C3)=O)C1)C(=O)OC (Methyl (1aR,5S,8S,10R,22aR)-17-(benzyloxy)-5-(2,3-dihydro-1H-inden-2-yl)-3,6-dioxo-18,19-didehydro-1,1a,3,4,5,6,9,10,20,21,22,22a-dodecahydro-8H-7,10-methanocyclopropa[18,19][1,10,3,6]dioxadiazacyclononadecino[11,12-b]quinoline-8-carboxylate). The reagents and catalysts are [Pd] (palladium on carbon). Solvent: CO (MeOH), C1CCOC1 (THF), C(C)(=O)OCC (ethyl acetate). Run at time 2 hour. The product is C1C(CC2=CC=CC=C12)[C@@H]1NC(O[C@H]2[C@H](CCCCCC=3C(=NC=4C=CC=CC4C3O)O[C@@H]3C[C@H](N(C1=O)C3)C(=O)OC)C2)=O (Methyl (1aR,5S,8S,10R,22aR)-5-(2,3-dihydro-1H-inden-2-yl)-17-hydroxy-3,6-dioxo-1,1a,3,4,5,6,9,10,18,19,20,21,22,22a-tetradecahydro-8H-7,10-methanocyclopropa[18,19][1,10,3,6]dioxadiazacyclononadecino[11,12-b]quinoline-8-carboxylate). Yield: 99.7%. As a reaction SMILES: C([O:8][C:9]1[C:18]2[CH:17]=[CH:16][CH:15]=[CH:14][C:13]=2[N:12]=[C:11]2[O:19][C@H:20]3[CH2:48][N:23]([C:24](=[O:47])[C@H:25]([CH:38]4[CH2:46][C:45]5[C:40](=[CH:41][CH:42]=[CH:43][CH:44]=5)[CH2:39]4)[NH:26][C:27](=[O:37])[O:28][C@@H:29]4[CH2:36][C@H:30]4[CH2:31][CH2:32][CH2:33][C:34]#[C:35][C:10]=12)[C@H:22]([C:49]([O:51][CH3:52])=[O:50])[CH2:21]3)C1C=CC=CC=1>CO.C1COCC1.[Pd].C(OCC)(=O)C>[CH2:39]1[C:40]2[C:45](=[CH:44][CH:43]=[CH:42][CH:41]=2)[CH2:46][CH:38]1[C@H:25]1[C:24](=[O:47])[N:23]2[CH2:48][C@@H:20]([CH2:21][C@H:22]2[C:49]([O:51][CH3:52])=[O:50])[O:19][C:11]2=[N:12][C:13]3[CH:14]=[CH:15][CH:16]=[CH:17][C:18]=3[C:9]([OH:8])=[C:10]2[CH2:35][CH2:34][CH2:33][CH2:32][CH2:31][C@@H:30]2[CH2:36][C@H:29]2[O:28][C:27](=[O:37])[NH:26]1. Procedure details: A solution of the product of step 4 (480 mg, 0.686 mmol) in MeOH (9146 μl) and THF (4573 μl) was treated with a catalytic amount of 10% palladium on carbon (36 mg). The mixture was hydrogenated at 20 psi. After 2 hours LCMS showed >70% conversion. Hydrogenation was continued for another 2 h. LCMS showed >90% conversion. The mixture was diluted with ethyl acetate (50 mL) and the solids were removed by filtration. The filtrate was concentrated in rotavap and the residue was purified on a RediSep® ... The reactants are Cn1cc(Br)cc(Nc2ccc3c(c2)CCN(C(=O)OC(C)(C)C)C3)c1=O, Cl, C1COCCO1. Yields the product Cn1cc(Br)cc(Nc2ccc3c(c2)CCNC3)c1=O. As a reaction SMILES: [Br:1][c:2]1[cH:3][c:4]([NH:10][c:11]2[cH:12][c:13]3[c:18]([cH:19][cH:20]2)[CH2:17][N:16]([C:21]([O:22][C:23]([CH3:24])([CH3:25])[CH3:26])=[O:27])[CH2:15][CH2:14]3)[c:5](=[O:9])[n:6]([CH3:8])[cH:7]1.[ClH:28].[O:29]1[CH2:30][CH2:31][O:32][CH2:33][CH2:34]1>>[Br:1][c:2]1[cH:3][c:4]([NH:10][c:11]2[cH:12][c:13]3[c:18]([cH:19][cH:20]2)[CH2:17][NH:16][CH2:15][CH2:14]3)[c:5](=[O:9])[n:6]([CH3:8])[cH:7]1. RXN SMILES: [CH:1]1([NH:4][C:5]2[C:6]([NH2:12])=[CH:7][CH:8]=[C:9]([F:11])[CH:10]=2)[CH2:3][CH2:2]1.[C:13]([O:17][C:18]([NH:20][C@@H:21]([CH3:25])[C:22](O)=[O:23])=[O:19])([CH3:16])([CH3:15])[CH3:14].C1C=NC2N(O)N=NC=2C=1.CN1CCOCC1.Cl.CN(C)CCCN=C=NCC>C(Cl)Cl>[C:13]([O:17][C:18](=[O:19])[NH:20][C@H:21]([C:22](=[O:23])[NH:12][C:6]1[CH:7]=[CH:8][C:9]([F:11])=[CH:10][C:5]=1[NH:4][CH:1]1[CH2:3][CH2:2]1)[CH3:25])([CH3:14])([CH3:15])[CH3:16] |f:4.5|. Reactants: C1(CC1)NC=1C(=CC=C(C1)F)N (N2-cyclopropyl-4-fluorobenzene-1,2-diamine), C(C)(C)(C)OC(=O)N[C@H](C(=O)O)C ((S)-2-tertbutoxycarbonylaminopropionic acid), C1=CC2=C(N=C1)N(N=N2)O (HOAt), CN1CCOCC1 (4-methylmorpholine), Cl.CN(CCCN=C=NCC)C (N-(3-dimethylaminopropyl)-N′-ethylcarbodiimide hydrochloride). Solvent: C(Cl)Cl (DCM). Yields the product C(C)(C)(C)OC(N[C@@H](C)C(NC1=C(C=C(C=C1)F)NC1CC1)=O)=O ([(S)-1-(2-cyclopropylamino-4-fluorophenylcarbamoyl)ethyl]carbamic acid tert-butyl ester). Conditions: time 18 hour. Procedure details: A mixture of N2-cyclopropyl-4-fluorobenzene-1,2-diamine (0.724 g, 4.4 mmol), (S)-2-tertbutoxycarbonylaminopropionic acid (0.91 g, 4.8 mmol), HOAt (0.65 g, 4.8 mmol), 4-methylmorpholine (1.1 mL, 9.7 mmol) and N-(3-dimethylaminopropyl)-N′-ethylcarbodiimide hydrochloride (0.92 g, 4.8 mmol) in DCM (15 mL) was stirred at RT for 18 h. The reaction mixture was partitioned between DCM and a saturated aqueous solution of NaHCO3. The organic fraction was washed with brine, dried (MgSO4), concentrated in v... Isolated yield 72.1%. Starting materials: C(C)(C)(C)OC(=O)N1CCC(CC1)CBr (4-bromomethyl-piperidine-1-carboxylic acid tert-butyl ester), [H-].[Na+] (NaH), [H-].[Na+] (Sodium hydride), N1=CC(=CC=C1)C=1C=C2C(=CN1)N(N=C2N2C(NCC2)=O)C2OCCCC2 (1-(5-(pyridin-3-yl)-1-(tetrahydro-2H-pyran-2-yl)-1H-pyrazolo[3,4-c]pyridin-3-yl)imidazolidin-2-one). Run in CN(C=O)C (N,N-Dimethylformamide). Run at temperature 0 celsius, time 30 minute. Yields the product O=C1N(CCN1C1=NN(C2=CN=C(C=C21)C=2C=NC=CC2)C2OCCCC2)CC2CCN(CC2)C(=O)OC(C)(C)C (tert-butyl 4-((2-oxo-3-(5-(pyridin-3-yl)-1-(tetrahydro-2H-pyran-2-yl)-1H-pyrazolo[3,4-c]pyridin-3-yl)imidazolidin-1-yl)methyl)piperidine-1-carboxylate). As a reaction SMILES: [N:1]1[CH:6]=[CH:5][CH:4]=[C:3]([C:7]2[CH:8]=[C:9]3[C:15]([N:16]4[CH2:20][CH2:19][NH:18][C:17]4=[O:21])=[N:14][N:13]([CH:22]4[CH2:27][CH2:26][CH2:25][CH2:24][O:23]4)[C:10]3=[CH:11][N:12]=2)[CH:2]=1.[H-].[Na+].[C:30]([O:34][C:35]([N:37]1[CH2:42][CH2:41][CH:40]([CH2:43]Br)[CH2:39][CH2:38]1)=[O:36])([CH3:33])([CH3:32])[CH3:31]>CN(C)C=O>[O:21]=[C:17]1[N:16]([C:15]2[C:9]3[C:10](=[CH:11][N:12]=[C:7]([C:3]4[CH:2]=[N:1][CH:6]=[CH:5][CH:4]=4)[CH:8]=3)[N:13]([CH:22]3[CH2:27][CH2:26][CH2:25][CH2:24][O:23]3)[N:14]=2)[CH2:20][CH2:19][N:18]1[CH2:43][CH:40]1[CH2:41][CH2:42][N:37]([C:35]([O:34][C:30]([CH3:31])([CH3:33])[CH3:32])=[O:36])[CH2:38][CH2:39]1 |f:1.2|. Reported procedure: To a solution of 1-(5-(pyridin-3-yl)-1-(tetrahydro-2H-pyran-2-yl)-1H-pyrazolo[3,4-c]pyridin-3-yl)imidazolidin-2-one (0.120 g, 0.329 mmol) dissolved in N,N-Dimethylformamide (3.43 mL) and cooled to 0° C. was added NaH in Oil (6:4, Sodium hydride:Mineral Oil, 26.3 mg). The reaction mixture was stirred at RT for 30 mins then cooled to 0° C. 4-bromomethyl-piperidine-1-carboxylic acid tert-butyl ester (0.183 g, 0.659 mmol) was added. The reaction was stirred at RT for 18 hr. The mixture was quenched ... Starting materials: C(CCC)[C@H]([C@@H](C(=O)O)O)C(=O)O ((2S, 3R)-3-(n-butyl)-2-hydroxysuccinic acid), C1(=CC=C(C=C1)S(=O)(=O)O)C (p-toluenesulfonic acid). The solvent is ClCCl (dichloromethane), COC(C)(C)OC (2,2-dimethoxypropane). Run at time 16 hour. The product is CC1(OC(C(O1)=O)C(C(=O)O)CCCC)C (2-(2,2-dimethyl-4-oxo-1,3-dioxolan-5-yl)hexanoic acid). RXN SMILES: [CH2:1]([C@@H:5]([C:11]([OH:13])=[O:12])[C@H:6]([OH:10])[C:7]([OH:9])=[O:8])[CH2:2][CH2:3][CH3:4].[C:14]1(C)[CH:19]=CC(S(O)(=O)=O)=C[CH:15]=1>COC(OC)(C)C.ClCCl>[CH3:15][C:14]1([CH3:19])[O:8][C:7](=[O:9])[CH:6]([CH:5]([CH2:1][CH2:2][CH2:3][CH3:4])[C:11]([OH:13])=[O:12])[O:10]1. Reported procedure: To a solution of (2S, 3R)-3-(n-butyl)-2-hydroxysuccinic acid F-4 (300 mg, 1.58 mmol) in 2,2-dimethoxypropane (10 mL) was added p-toluenesulfonic acid (20 mg) and the reaction was stirred at room temperature for 16 h. The solution was diluted with dichloromethane and washed with brine, dried (Na2SO4) and then purified by silica gel chromatography to afford 1.2 mmol 2-(2,2-dimethyl-4-oxo-1,3-dioxolan-5-yl)hexanoic acid F-5 (78%). The reactants are CCOC(=O)N=C=S, CCO, N. Yields the product CCOC(=O)NC(N)=S. RXN SMILES: [CH2:1]([CH3:2])[O:3][C:4](=[O:5])[N:6]=[C:7]=[S:8].[CH3:10][CH2:11][OH:12].[NH3:9]>>[CH2:1]([CH3:2])[O:3][C:4](=[O:5])[NH:6][C:7](=[S:8])[NH2:9]. Starting materials: Cc1c(S(=O)(=O)Cl)sc2ccc(Cl)cc12, CN(C)CCc1c[nH]c2ccc(N)cc12, c1ccncc1. The product is Cc1c(S(=O)(=O)Nc2ccc3[nH]cc(CCN(C)C)c3c2)sc2ccc(Cl)cc12. RXN SMILES: [Cl:16][c:17]1[cH:18][c:19]2[c:20]([s:21][c:22]([S:25](=[O:26])(=[O:27])[Cl:28])[c:23]2[CH3:24])[cH:29][cH:30]1.[NH2:1][c:2]1[cH:3][c:4]2[c:5]([CH2:11][CH2:12][N:13]([CH3:14])[CH3:15])[cH:6][nH:7][c:8]2[cH:9][cH:10]1.[cH:31]1[cH:32][cH:33][n:34][cH:35][cH:36]1>>[NH:1]([c:2]1[cH:3][c:4]2[c:5]([CH2:11][CH2:12][N:13]([CH3:14])[CH3:15])[cH:6][nH:7][c:8]2[cH:9][cH:10]1)[S:25]([c:22]1[s:21][c:20]2[c:19]([cH:18][c:17]([Cl:16])[cH:30][cH:29]2)[c:23]1[CH3:24])(=[O:26])=[O:27].